Dataset: the Open Reaction Database (ORD), a public repository of structured organic reaction records. Task: describe an organic reaction: reactants, conditions, products, and yield Reactants: ice water, C1=C(C=C(C=C1C(F)(F)F)O)C(F)(F)F (3,5-ditrifluoromethylphenol), [OH-].[K+] (potassium hydroxide), O (water), CNC(CCl)=O (N-methyl chloroacetamide). Solvent: CC(=O)C (acetone). Conditions: temperature 0 celsius, time 30 minute. Yields the product CNC(COC1=CC(=CC(=C1)C(F)(F)F)C(F)(F)F)=O (N-methyl 2-[3,5-bis(trifluoromethyl)phenoxy]acetamide). Isolated yield 24.0%. Reaction SMILES: [CH:1]1[C:6]([C:7]([F:10])([F:9])[F:8])=[CH:5][C:4]([OH:11])=[CH:3][C:2]=1[C:12]([F:15])([F:14])[F:13].[OH-].[K+].O.[CH3:19][NH:20][C:21](=[O:24])[CH2:22]Cl>CC(C)=O>[CH3:19][NH:20][C:21](=[O:24])[CH2:22][O:11][C:4]1[CH:3]=[C:2]([C:12]([F:13])([F:14])[F:15])[CH:1]=[C:6]([C:7]([F:9])([F:8])[F:10])[CH:5]=1 |f:1.2|. Reported procedure: To a stirred solution containing 5 g (0.022 mole) of 3,5-ditrifluoromethylphenol, 1.6 g (0.024 mole) of 85% potassium hydroxide, 10 ml of water and 200 ml of acetone, 0.024 mole of N-methyl chloroacetamide was added in one portion. The stirred reaction mixture was heated at 56°-60° C. for 22 hours. After cooling to 0° C., 600 g of ice water was added and stirring continued at 0°-10° C. for 30 minutes. The resulting solid was collected by filtration, washed with water until neutral to litmus and ... The product is CN(CCC1=CC(=C(C=C1)OC)OC)C(C#N)CC ((N-Methyl-N-(2-(3,4-dimethoxyphenyl)ethyl)amino)-3-methylpropionitrile). RXN SMILES: [CH3:1][N:2]([CH:15](Cl)[CH:16]([CH3:18])C)[CH2:3][CH2:4][C:5]1[CH:10]=[CH:9][C:8]([O:11][CH3:12])=[C:7]([O:13][CH3:14])[CH:6]=1.[C-:20]#[N:21].[K+].C1OCCOCCOCCOCCOCCOC1.O>C(#N)C>[CH3:1][N:2]([CH:15]([CH2:16][CH3:18])[C:20]#[N:21])[CH2:3][CH2:4][C:5]1[CH:10]=[CH:9][C:8]([O:11][CH3:12])=[C:7]([O:13][CH3:14])[CH:6]=1 |f:1.2|. Run in C(C)#N (acetonitrile). Isolated yield 87.0%. The reactants are O (water), [C-]#N.[K+] (potassium cyanide), C1COCCOCCOCCOCCOCCO1 (18-crown-6), CN(CCC1=CC(=C(C=C1)OC)OC)C(C(C)C)Cl (N-methyl-N-(2-(3,4-dimethoxyphenyl)ethyl)-amino-2-methylpropyl chloride). Procedure: 4.67 g of 3-((N-methyl-N-(2-(3,4-dimethoxyphenyl)ethyl)-amino-2-methylpropyl chloride was dissolved in 40 ml of acetonitrile, followed by the addition of 2.13 g of potassium cyanide and 0.1 g of 18-crown-6. The obtained mixture was heated under reflux for 40 hours, followed by the addition of water. The obtained mixture was extracted with ethyl acetate. The ethyl acetate phase was washed with water and a saturated aqueous solution of common salt, dried over anhydrous magnesium sulfate and distil... The reactants are CCOC(=O)c1ccc(Br)c(CN(Cc2ccccc2)C(=O)C2CC2)c1, C1CCOC1, CO, Cl, [Li+], [OH-], O. The product is O=C(O)c1ccc(Br)c(CN(Cc2ccccc2)C(=O)C2CC2)c1. Reaction SMILES: [CH2:1]([CH3:2])[O:3][C:4]([c:5]1[cH:6][c:7]([CH2:12][N:13]([C:14](=[O:15])[CH:16]2[CH2:17][CH2:18]2)[CH2:19][c:20]2[cH:21][cH:22][cH:23][cH:24][cH:25]2)[c:8]([Br:11])[cH:9][cH:10]1)=[O:26].[CH2:33]1[O:34][CH2:35][CH2:36][CH2:37]1.[CH3:31][OH:32].[ClH:30].[Li+:28].[OH-:27].[OH2:29]>>[O:3]=[C:4]([c:5]1[cH:6][c:7]([CH2:12][N:13]([C:14](=[O:15])[CH:16]2[CH2:17][CH2:18]2)[CH2:19][c:20]2[cH:21][cH:22][cH:23][cH:24][cH:25]2)[c:8]([Br:11])[cH:9][cH:10]1)[OH:26].